This data is from the Open Reaction Database (ORD), a public repository of structured organic reaction records. The task is: describe an organic reaction: reactants, conditions, products, and yield Reactants: CN(C)P(=O)(N(C)C)N(C)C, COc1ccc(CCl)cc1, CCOC(=O)c1ccc(N)cc1, O. Yields the product CCOC(=O)c1ccc(NCc2ccc(OC)cc2)cc1. RXN SMILES: [CH3:13][N:14]([P:15]([N:16]([CH3:17])[CH3:18])([N:19]([CH3:20])[CH3:21])=[O:22])[CH3:23].[Cl:24][CH2:25][c:26]1[cH:27][cH:28][c:29]([O:32][CH3:33])[cH:30][cH:31]1.[NH2:1][c:2]1[cH:3][cH:4][c:5]([C:6](=[O:7])[O:8][CH2:9][CH3:10])[cH:11][cH:12]1.[OH2:34]>>[NH:1]([c:2]1[cH:3][cH:4][c:5]([C:6](=[O:7])[O:8][CH2:9][CH3:10])[cH:11][cH:12]1)[CH2:25][c:26]1[cH:27][cH:28][c:29]([O:32][CH3:33])[cH:30][cH:31]1.